This data is from the Open Reaction Database (ORD), a public repository of structured organic reaction records. The task is: describe an organic reaction: reactants, conditions, products, and yield The reactants are CCCCCCCCCCCCCCCC(=O)Cl, CO, ClC(Cl)Cl, Cc1cn(C2CC(F)C(CO)O2)c(=O)[nH]c1=O, O, c1ccncc1. The product is CCCCCCCCCCCCCCCC(=O)OCC1OC(n2cc(C)c(=O)[nH]c2=O)CC1F. RXN SMILES: [C:1]([CH2:2][CH2:3][CH2:4][CH2:5][CH2:6][CH2:7][CH2:8][CH2:9][CH2:10][CH2:11][CH2:12][CH2:13][CH2:14][CH2:15][CH3:16])(=[O:17])[Cl:18].[CH3:40][OH:41].[Cl:36][CH:37]([Cl:38])[Cl:39].[F:19][CH:20]1[CH2:21][CH:22]([n:27]2[c:28](=[O:29])[nH:30][c:31](=[O:32])[c:33]([CH3:34])[cH:35]2)[O:23][CH:24]1[CH2:25][OH:26].[OH2:42].[cH:43]1[cH:44][cH:45][n:46][cH:47][cH:48]1>>[C:1]([CH2:2][CH2:3][CH2:4][CH2:5][CH2:6][CH2:7][CH2:8][CH2:9][CH2:10][CH2:11][CH2:12][CH2:13][CH2:14][CH2:15][CH3:16])(=[O:17])[O:26][CH2:25][CH:24]1[CH:20]([F:19])[CH2:21][CH:22]([n:27]2[c:28](=[O:29])[nH:30][c:31](=[O:32])[c:33]([CH3:34])[cH:35]2)[O:23]1. Reported procedure: The title compound was prepared from (2S)-3-(4-hydroxy-phenyl)-2-methoxy-propionic acid linked to Wang's Resin (Example 94, Step D) via the Mitsunobu coupling procedure with 2-(tert-butyldimethylsilanyloxy)ethanol (Standard Procedure B). Starting materials: OC1=CC=C(C=C1)C[C@@H](C(=O)O)OC ((2S)-3-(4-hydroxy-phenyl)-2-methoxy-propionic acid), [Si](C)(C)(C(C)(C)C)OCCO (2-(tert-butyldimethylsilanyloxy)ethanol). Yields the product C(C)(C)(C)[Si](OCCOC1=CC=C(C=C1)C[C@@H](C(=O)O)OC)(C)C ((2S)-3-{4-[2-(tert-Butyl-dimethyl-silanyloxy)-ethoxy]-phenyl}-2-methoxy-propanoic acid). RXN SMILES: [OH:1][C:2]1[CH:7]=[CH:6][C:5]([CH2:8][C@H:9]([O:13][CH3:14])[C:10]([OH:12])=[O:11])=[CH:4][CH:3]=1.[Si:15]([O:22][CH2:23][CH2:24]O)([C:18]([CH3:21])([CH3:20])[CH3:19])([CH3:17])[CH3:16]>>[C:18]([Si:15]([CH3:17])([CH3:16])[O:22][CH2:23][CH2:24][O:1][C:2]1[CH:3]=[CH:4][C:5]([CH2:8][C@H:9]([O:13][CH3:14])[C:10]([OH:12])=[O:11])=[CH:6][CH:7]=1)([CH3:21])([CH3:20])[CH3:19].